Dataset: the Open Reaction Database (ORD), a public repository of structured organic reaction records. Task: describe an organic reaction: reactants, conditions, products, and yield Procedure: 10% palladium-activated carbon (50 mg) was added to a mixed solution of 6-{(E)-2-cyclopentyl-1-[4-(cyclopropylsulfonyl)phenyl]ethenyl}-3-methylpyridin-2(1H)-one synthesized in Example 1-11 (50 mg) in tetrahydrofuran and methanol (2 mL, 1:1), and the mixture was stirred in a hydrogen gas stream at room temperature for three hours. The reaction solution was filtered through celite, and then the filtrate was concentrated under reduced pressure. The residue was purified by silica gel column chromato... Yields the product C1(CCCC1)CC(C1=CC=C(C=C1)S(=O)(=O)C1CC1)C1=CC=C(C(N1)=O)C (6-{2-Cyclopentyl-1-[4-(cyclopropylsulfonyl)phenyl]ethyl}-3-methylpyridin-2(1H)-one). Reaction SMILES: [CH:1]1(/[CH:6]=[C:7](/[C:20]2[NH:25][C:24](=[O:26])[C:23]([CH3:27])=[CH:22][CH:21]=2)\[C:8]2[CH:13]=[CH:12][C:11]([S:14]([CH:17]3[CH2:19][CH2:18]3)(=[O:16])=[O:15])=[CH:10][CH:9]=2)[CH2:5][CH2:4][CH2:3][CH2:2]1.[H][H]>O1CCCC1.CO.[Pd]>[CH:1]1([CH2:6][CH:7]([C:20]2[NH:25][C:24](=[O:26])[C:23]([CH3:27])=[CH:22][CH:21]=2)[C:8]2[CH:13]=[CH:12][C:11]([S:14]([CH:17]3[CH2:18][CH2:19]3)(=[O:16])=[O:15])=[CH:10][CH:9]=2)[CH2:5][CH2:4][CH2:3][CH2:2]1. Starting materials: C1(CCCC1)/C=C(\C1=CC=C(C=C1)S(=O)(=O)C1CC1)/C1=CC=C(C(N1)=O)C (6-{(E)-2-cyclopentyl-1-[4-(cyclopropylsulfonyl)phenyl]ethenyl}-3-methylpyridin-2(1H)-one), [H][H] (hydrogen). Run in O1CCCC1 (tetrahydrofuran), CO (methanol). The reagents and catalysts are [Pd] (palladium-activated carbon).